From a dataset of the Open Reaction Database (ORD), a public repository of structured organic reaction records. describe an organic reaction: reactants, conditions, products, and yield Reactants: Nc1c(I)c(NC(=O)CCCC(=O)O)c(I)c(C(=O)O)c1I, COS(=O)(=O)OC, CC(C)=O, [Na+], [OH-]. Yields the product CN(C(=O)CCCC(=O)O)c1c(I)c(N)c(I)c(C(=O)O)c1I. As a reaction SMILES: [C:1](=[O:2])([OH:3])[c:4]1[c:5]([I:22])[c:6]([NH:7][C:8]([CH2:9][CH2:10][CH2:11][C:12](=[O:13])[OH:14])=[O:15])[c:16]([I:21])[c:17]([NH2:20])[c:18]1[I:19].[CH3:25][O:26][S:27]([O:28][CH3:29])(=[O:30])=[O:31].[CH3:32][C:33](=[O:34])[CH3:35].[Na+:24].[OH-:23]>>[C:1](=[O:2])([OH:3])[c:4]1[c:5]([I:22])[c:6]([N:7]([C:8]([CH2:9][CH2:10][CH2:11][C:12](=[O:13])[OH:14])=[O:15])[CH3:25])[c:16]([I:21])[c:17]([NH2:20])[c:18]1[I:19].